From a dataset of the Open Reaction Database (ORD), a public repository of structured organic reaction records. describe an organic reaction: reactants, conditions, products, and yield Reactants: BrC=1C=C(SC1SC1=C(C=C(C=C1)Cl)Cl)C(C)=O (1-[4-bromo-5-(2,4-dichlorophenyl)sulfanyl-2-thienyl]ethanone), example 21, [Cu]C#N (copper(I) cyanide). Reagents/catalysts: S(=O)(=O)([O-])[O-].[Cu+2] (copper(II) sulfate). The solvent is N1=CC=CC=C1 (pyridine). The product is C(#N)C=1C=C(SC1SC1=C(C=C(C=C1)Cl)Cl)C(C)=O (1-[4-cyano-5-(2,4-dichlorophenyl)sulfanyl-2-thienyl]ethanone). Yield: 78.0%. RXN SMILES: Br[C:2]1[CH:3]=[C:4]([C:16](=[O:18])[CH3:17])[S:5][C:6]=1[S:7][C:8]1[CH:13]=[CH:12][C:11]([Cl:14])=[CH:10][C:9]=1[Cl:15].[Cu][C:20]#[N:21]>N1C=CC=CC=1.S([O-])([O-])(=O)=O.[Cu+2]>[C:20]([C:2]1[CH:3]=[C:4]([C:16](=[O:18])[CH3:17])[S:5][C:6]=1[S:7][C:8]1[CH:13]=[CH:12][C:11]([Cl:14])=[CH:10][C:9]=1[Cl:15])#[N:21] |f:3.4|. Procedure details: To a CEM microwave tube, was charged with 1-[4-bromo-5-(2,4-dichlorophenyl)sulfanyl-2-thienyl]ethanone as prepared in example 21 (0.6 g, 1.6 mmol), copper(I) cyanide (0.85 g, 9.4 mmol), and pyridine (5 mL) as solvent. The mixture was subjected to microwave irradiation (200 W) on a CEM Discovery™ microwave machine at 150° C. for 30 minutes. After the irradiation, the mixture was cooled to ambient temperature and treated with 20 mL of saturated copper(II) sulfate aqueous solution and extracted wit... The reactants are CC1=NN(C(=N1)C)C=1C(=NN2C1OC(=C2C2=C(C=C(C=C2)O)C)C)C (4-(7-(3,5-Dimethyl-1H-1,2,4-triazol-1-yl)-2,6-dimethylpyrazolo[5,1-b]oxazol-3-yl)-3-methylphenol), C([O-])([O-])=O.[K+].[K+] (potassium carbonate), ClC(C(=O)OC)(F)F (Methyl 2-chloro-2,2-difluoroacetate). Run in CN(C)C=O (DMF). Reaction conditions: temperature 50 celsius, time 30 minute. Product: FC(OC1=CC(=C(C=C1)C=1N2C(OC1C)=C(C(=N2)C)N2N=C(N=C2C)C)C)F (3-(4-(Difluoromethoxy)-2-methylphenyl)-7-(3,5-dimethyl-1H-1,2,4-triazol-1-yl)-2,6-dimethylpyrazolo[5,1-b]oxazole). Reaction SMILES: [CH3:1][C:2]1[N:6]=[C:5]([CH3:7])[N:4]([C:8]2[C:9]([CH3:25])=[N:10][N:11]3[C:15]([C:16]4[CH:21]=[CH:20][C:19]([OH:22])=[CH:18][C:17]=4[CH3:23])=[C:14]([CH3:24])[O:13][C:12]=23)[N:3]=1.C(=O)([O-])[O-].[K+].[K+].Cl[C:33]([F:39])([F:38])C(OC)=O>CN(C=O)C>[F:38][CH:33]([F:39])[O:22][C:19]1[CH:20]=[CH:21][C:16]([C:15]2[N:11]3[N:10]=[C:9]([CH3:25])[C:8]([N:4]4[C:5]([CH3:7])=[N:6][C:2]([CH3:1])=[N:3]4)=[C:12]3[O:13][C:14]=2[CH3:24])=[C:17]([CH3:23])[CH:18]=1 |f:1.2.3|. Reported procedure: A solution of 4-(7-(3,5-dimethyl-1H-1,2,4-triazol-1-yl)-2,6-dimethylpyrazolo[5,1-b]oxazol-3-yl)-3-methylphenol (Step 1) (100 mg, 0.296 mmol) in dry DMF (4 ml) was treated with potassium carbonate (205 mg, 1.482 mmol) and stirred under N2 for 30 mins at 50° C. Methyl 2-chloro-2,2-difluoroacetate (428 mg, 2.96 mmol) was added and the reaction was heated to 90° C. for 1.5 hrs. After cooling to RT, the mixture was partitioned between EtOAc and water. The organic portion was washed with brine, dried ... Starting materials: C1(CC1)Br (Cyclopropyl bromide), C(#C)C=1C=C(CCOCCC(=O)OC(C)(C)C)C=CC1 (tert-butyl 3-(3-ethynylphenethoxy)propanoate), [N-]=[N+]=[N-].[Na+] (sodium azid e), C(C)(C)(C)O (tert-butanol). Reagents/catalysts: [Cu]I (copper(I) iodide). Run in C(C)(=O)OCC (ethyl acetate), N (ammonia), C(C)(=O)OCC (ethyl acetate), O (water). Reaction conditions: temperature 70 celsius, time 30 minute. The product is C(C=C)N1N=NC(=C1)C=1C=C(CCOCCC(=O)OC(C)(C)C)C=CC1 (tert-Butyl 3-(3-(1-allyl-1H-1,2,3-triazol-4-yl)phenethoxy)propanoate). As a reaction SMILES: [CH:1]1(Br)[CH2:3][CH2:2]1.[C:5]([C:7]1[CH:8]=[C:9]([CH:22]=[CH:23][CH:24]=1)[CH2:10][CH2:11][O:12][CH2:13][CH2:14][C:15]([O:17][C:18]([CH3:21])([CH3:20])[CH3:19])=[O:16])#[CH:6].[N-:25]=[N+:26]=[N-:27].[Na+].C(O)(C)(C)C>C(OCC)(=O)C.N.[Cu]I.O>[CH2:2]([N:25]1[CH:6]=[C:5]([C:7]2[CH:8]=[C:9]([CH:22]=[CH:23][CH:24]=2)[CH2:10][CH2:11][O:12][CH2:13][CH2:14][C:15]([O:17][C:18]([CH3:20])([CH3:21])[CH3:19])=[O:16])[N:27]=[N:26]1)[CH:1]=[CH2:3] |f:2.3|. Reported procedure: Cyclopropyl bromide (0.177 mL) was added in one portion to a mixture tert-butyl 3-(3-ethynylphenethoxy)propanoate [Example 4, Step ii)] (506 mg), sodium azid e (144 mg), tert-butanol (0.5 mL), water (2 mL) and copper(I) iodide (35.1 mg) and sealed into a microwave tube. The reaction was heated to 70° C., over a period of 3 h in the microwave reactor. The reaction mixture was diluted with ethyl acetate and 35% ammonia (1 mL) and ethyl acetate (2 mL) were added. The mixture was stirred for 30 min.... The reactants are OCC(CO)(C)C1=CC(=NO1)NC(OC1=CC=CC=C1)=O (phenyl 5-(1,3-dihydroxy-2-methylpropan-2-yl)isoxazol-3-ylcarbamate), N1(CCOCC1)CCOC1=CC2=C(N3C(S2)=NC(=C3)C3=CC=C(C=C3)N)C=C1 (7-(2-Morpholin-4-yl-ethoxy)-2-(4-aminophenyl)imidazo[2,1-b]benzothiazole). Reagents/catalysts: CN(C1=CC=NC=C1)C (4-(dimethylamino)pyridine). Run in C1CCOC1 (THF). Yields the product OCC(C)(CO)C1=CC(=NO1)NC(=O)NC1=CC=C(C=C1)C=1N=C2SC3=C(N2C1)C=CC(=C3)OCCN3CCOCC3 (1-[5-(2-hydroxy-1-hydroxymethyl-1-methyl-ethyl)-isoxazol-3-yl]-3-{4-[7-(2-morpholin-4-yl-ethoxy)-benzo[d]imidazo[2,1-b]thiazol-2-yl]-phenyl}-urea). As a reaction SMILES: [OH:1][CH2:2][C:3]([C:7]1[O:11][N:10]=[C:9]([NH:12][C:13](=[O:21])OC2C=CC=CC=2)[CH:8]=1)([CH3:6])[CH2:4][OH:5].[N:22]1([CH2:28][CH2:29][O:30][C:31]2[CH:49]=[CH:48][C:34]3[N:35]4[CH:40]=[C:39]([C:41]5[CH:46]=[CH:45][C:44]([NH2:47])=[CH:43][CH:42]=5)[N:38]=[C:36]4[S:37][C:33]=3[CH:32]=2)[CH2:27][CH2:26][O:25][CH2:24][CH2:23]1>CN(C)C1C=CN=CC=1.C1COCC1>[OH:5][CH2:4][C:3]([C:7]1[O:11][N:10]=[C:9]([NH:12][C:13]([NH:47][C:44]2[CH:43]=[CH:42][C:41]([C:39]3[N:38]=[C:36]4[N:35]([CH:40]=3)[C:34]3[CH:48]=[CH:49][C:31]([O:30][CH2:29][CH2:28][N:22]5[CH2:23][CH2:24][O:25][CH2:26][CH2:27]5)=[CH:32][C:33]=3[S:37]4)=[CH:46][CH:45]=2)=[O:21])[CH:8]=1)([CH2:2][OH:1])[CH3:6]. Reported procedure: A mixture of phenyl 5-(1,3-dihydroxy-2-methylpropan-2-yl)isoxazol-3-ylcarbamate (1 equivalent), 7-(2-morpholin-4-yl-ethoxy)-2-(4-aminophenyl)imidazo[2,1-b]benzothiazole (4) (1 equivalent) and 4-(dimethylamino)pyridine (0.05-0.5 equivalents) in anhydrous THF is stirred at a temperature between rt and 50° C. until the reaction is substantially complete as monitored by LCMS or TLC. The mixture is concentrated under reduced pressure and the residue is purified by preparative reverse-phase HPLC or si... Starting materials: C(CCCC)(=O)N (pentanamide), C(C)N(C1=CC=C(C=O)C=C1)CC (4-(diethylamino)benzaldehyde). Product: C(C)N(C1=CC=C(C=C1)C(NC(CCCC)=O)NC(CCCC)=O)CC (N,N′-((4-(diethylamino)phenyl)methylene)dipentanamide). The yield is 69.0%. RXN SMILES: [C:1]([NH2:7])(=[O:6])[CH2:2][CH2:3][CH2:4][CH3:5].[CH2:8]([N:10]([CH2:19][CH3:20])[C:11]1[CH:18]=[CH:17][C:14]([CH:15]=O)=[CH:13][CH:12]=1)[CH3:9]>>[CH2:8]([N:10]([CH2:19][CH3:20])[C:11]1[CH:18]=[CH:17][C:14]([CH:15]([NH:7][C:1](=[O:6])[CH2:2][CH2:3][CH2:4][CH3:5])[NH:7][C:1](=[O:6])[CH2:2][CH2:3][CH2:4][CH3:5])=[CH:13][CH:12]=1)[CH3:9]. Procedure details: Compound 52 was prepared from pentanamide and 4-(diethylamino)benzaldehyde using method 1. Yield: 69%. 1H NMR (400 MHz, CD3OD) δ 7.18 (d, J=8.8 Hz, 2H), 6.71 (d, J=8.8 Hz, 2H), 6.58 (t, J=8.4 Hz, 1H), 3.33-3.41 (m, 4H), 2.25 (t, J=7.2 Hz, 4H), 1.58-1.66 (m, 4H), 1.33-1.43 (m, 4H), 1.14 (t, J=7.2 Hz, 6H), 0.95 (t, J=2.8 Hz, 6H). LC-MS (ESI): m/z 362.2 (M+H)+. HRMS (ESI) for C21H36N3O2 (MH+): calcd, 362.2802. found 362.2792. Starting materials: II (iodine), [C@]12(C(=O)CC(CC1)C2(C)C)CS(=O)(=O)O ((1S)-camphor-10-sulfonic acid), C1(=CC=CC=C1)P(C1=CC=CC=C1)C1=CC=CC=C1 (triphenylphosphine). The solvent is C1(=CC=CC=C1)C (toluene). The product is IC[C@@]12C(=O)CC(CC1)C2(C)C ((1S)-10-iodocamphor). The yield is 85.0%. RXN SMILES: [I:1]I.[C@:3]12([CH2:13]S(O)(=O)=O)[C:10]([CH3:12])([CH3:11])[CH:7]([CH2:8][CH2:9]1)[CH2:6][C:4]2=[O:5].C1(P(C2C=CC=CC=2)C2C=CC=CC=2)C=CC=CC=1>C1(C)C=CC=CC=1>[I:1][CH2:13][C@:3]12[C:10]([CH3:12])([CH3:11])[CH:7]([CH2:8][CH2:9]1)[CH2:6][C:4]2=[O:5]. Procedure: 120 mmol of iodine are added to a solution of 40 mmol of (1S)-camphor-10-sulfonic acid and 200 mmol of triphenylphosphine in 400 ml of toluene and the solution is refluxed for 15 hours. After cooling to room temperature, the solution is washed twice with 100 ml of water and dried. After removal of the solvent, the crude product is purified by means of chromatography and the product is obtained in a yield of 85%. Reactants: O\C(=C/C(\C=C\OC)=O)\C1(CC1)C ((1Z,4E)-1-hydroxy-5-methoxy-1-(1-methyl-cyclopropyl)-penta-1,4-dien-3-one), C(=O)(C(F)(F)F)O (TFA). Solvent: C1(=CC=CC=C1)C (toluene). Conditions: time 15.5 hour. Product: CC1(CC1)C=1OC=CC(C1)=O (2-(1-Methyl-cyclopropyl)-pyran-4-one). RXN SMILES: O/[C:2](/[C:10]1([CH3:13])[CH2:12][CH2:11]1)=[CH:3]\[C:4](=[O:9])/[CH:5]=[CH:6]/[O:7]C.C(O)(C(F)(F)F)=O>C1(C)C=CC=CC=1>[CH3:13][C:10]1([C:2]2[O:7][CH:6]=[CH:5][C:4](=[O:9])[CH:3]=2)[CH2:11][CH2:12]1. Procedure: A mixture of (1Z,4E)-1-hydroxy-5-methoxy-1-(1-methyl-cyclopropyl)-penta-1,4-dien-3-one one (Step 1.7) (111 mmol) and TFA (221 mmol) in toluene (175 mL) was stirred for 15.5 h at rt and then concentrated. The residue was purified using a RediSep® silica gel column to afford the title compound as a white solid. LC-MS: tR=1.48 min, [M+H]+ 151; TLC: Rf=0.26 (EtOAc). Reported procedure: A solution of methyl 2-[2-(2,5-dimethylphenoxymethyl)phenyl)-2-methoxyacetate (0.44 g, 1.40 mmol) in methanol (5 ml) was stirred at room temperature. 40% methylamine/methanol solution (0.33 g, 4.2 mmol) was added thereto. After 22 hours, the mixture was concentrated under reduced pressure, and the residue was purified by column chromatography on silica gel (n-hexane/ethyl acetate=2/1) to give the desired compound 2-[2-(2,5-dimethylphenoxymethyl)phenyl]-2-methoxy-N-methylacetamide (0.36 g, 82%) a... Yield: 82.1%. Reaction conditions: time 22 hour. Yields the product CC1=C(OCC2=C(C=CC=C2)C(C(=O)NC)OC)C=C(C=C1)C (2-[2-(2,5-dimethylphenoxymethyl)phenyl]-2-methoxy-N-methylacetamide). Reactants: CC1=C(OCC2=C(C=CC=C2)C(C(=O)OC)OC)C=C(C=C1)C (methyl 2-[2-(2,5-dimethylphenoxymethyl)phenyl)-2-methoxyacetate), CN.CO (methylamine methanol). As a reaction SMILES: [CH3:1][C:2]1[CH:22]=[CH:21][C:20]([CH3:23])=[CH:19][C:3]=1[O:4][CH2:5][C:6]1[CH:11]=[CH:10][CH:9]=[CH:8][C:7]=1[CH:12]([O:17][CH3:18])[C:13](OC)=[O:14].[CH3:24][NH2:25].CO>CO>[CH3:1][C:2]1[CH:22]=[CH:21][C:20]([CH3:23])=[CH:19][C:3]=1[O:4][CH2:5][C:6]1[CH:11]=[CH:10][CH:9]=[CH:8][C:7]=1[CH:12]([O:17][CH3:18])[C:13]([NH:25][CH3:24])=[O:14] |f:1.2|. Solvent: CO (methanol). Starting materials: CCOC(=O)CC(OCC)c1ccc(O)cc1, CC(C)Oc1cccc(CO)c1, CCOC(=O)N=NC(=O)OCC, C1CCOC1, c1ccc(P(c2ccccc2)c2ccccc2)cc1, Cc1ccccc1. The product is CCOC(=O)CC(OCC)c1ccc(OCc2cccc(OC(C)C)c2)cc1. As a reaction SMILES: [CH2:1]([CH3:2])[O:3][CH:4]([CH2:5][C:6](=[O:7])[O:8][CH2:9][CH3:10])[c:11]1[cH:12][cH:13][c:14]([OH:17])[cH:15][cH:16]1.[CH:18]([CH3:19])([CH3:20])[O:21][c:22]1[cH:23][c:24]([CH2:25][OH:26])[cH:27][cH:28][cH:29]1.[N:56]([C:57]([O:58][CH2:59][CH3:60])=[O:61])=[N:62][C:63]([O:64][CH2:65][CH3:66])=[O:67].[O:68]1[CH2:69][CH2:70][CH2:71][CH2:72]1.[c:30]1([P:31]([c:32]2[cH:33][cH:34][cH:35][cH:36][cH:37]2)[c:38]2[cH:39][cH:40][cH:41][cH:42][cH:43]2)[cH:44][cH:45][cH:46][cH:47][cH:48]1.[c:49]1([CH3:50])[cH:51][cH:52][cH:53][cH:54][cH:55]1>>[CH2:1]([CH3:2])[O:3][CH:4]([CH2:5][C:6](=[O:7])[O:8][CH2:9][CH3:10])[c:11]1[cH:12][cH:13][c:14]([O:17][CH2:25][c:24]2[cH:23][c:22]([O:21][CH:18]([CH3:19])[CH3:20])[cH:29][cH:28][cH:27]2)[cH:15][cH:16]1. Reaction SMILES: [CH3:15][C:16](=[O:17])[O:18][C:19](=[O:20])[CH3:21].[NH:1]1[CH2:2][CH2:3][C:4](=[O:14])[c:5]2[cH:6][cH:7][c:8]([C:11](=[O:12])[OH:13])[cH:9][c:10]21.[OH2:22]>>[N:1]1([C:16]([CH3:15])=[O:17])[CH2:2][CH2:3][C:4](=[O:14])[c:5]2[cH:6][cH:7][c:8]([C:11](=[O:12])[OH:13])[cH:9][c:10]21. Product: CC(=O)N1CCC(=O)c2ccc(C(=O)O)cc21. Starting materials: CC(=O)OC(C)=O, O=C(O)c1ccc2c(c1)NCCC2=O, O.